This data is from the Open Reaction Database (ORD), a public repository of structured organic reaction records. The task is: describe an organic reaction: reactants, conditions, products, and yield Reported procedure: A mixture of the N-n-butyl-N-methyl-4-(4- benzyloxycarbonylpiperazin-1-yl)butyramide thus obtained (0.187 g.), a 10% palladium-on-charcoal catalyst (0.1 g.) and ethanol (5 ml.) was stirred at laboratory temperature under an atmosphere of hydrogen for 22 hours and then filtered and the filtrate was evaporated to dryness. There was thus obtained as an oil N-n-butyl-N-methyl-4-(piperazin-1-yl)butyramide. The product is C(CCC)N(C(CCCN1CCNCC1)=O)C (N-n-butyl-N-methyl-4-(piperazin-1-yl)butyramide). Reactants: C(CCC)N(C(CCCN1CCN(CC1)C(=O)OCC1=CC=CC=C1)=O)C (N-n-butyl-N-methyl-4-(4- benzyloxycarbonylpiperazin-1-yl)butyramide). Reagents/catalysts: [Pd] (palladium-on-charcoal). As a reaction SMILES: [CH2:1]([N:5]([CH3:27])[C:6](=[O:26])[CH2:7][CH2:8][CH2:9][N:10]1[CH2:15][CH2:14][N:13](C(OCC2C=CC=CC=2)=O)[CH2:12][CH2:11]1)[CH2:2][CH2:3][CH3:4]>[Pd].C(O)C>[CH2:1]([N:5]([CH3:27])[C:6](=[O:26])[CH2:7][CH2:8][CH2:9][N:10]1[CH2:11][CH2:12][NH:13][CH2:14][CH2:15]1)[CH2:2][CH2:3][CH3:4]. Run in C(C)O (ethanol). Starting materials: C(C)(C)(C)OC(=O)N[C@@H]1C(N(C1(C)C)OCC1=CC=CC=C1)=O ((3S)-3-[(t-butyloxycarbonyl)amino]-4,4-dimethyl-1-(phenylmethoxy)-2-azetidinone). The yield is 83.1%. RXN SMILES: [C:1]([O:5][C:6]([NH:8][C@H:9]1[C:12]([CH3:14])([CH3:13])[N:11]([O:15]CC2C=CC=CC=2)[C:10]1=[O:23])=[O:7])([CH3:4])([CH3:3])[CH3:2]>C(O)C.C(OCC)(=O)C.[Pd]>[C:1]([O:5][C:6]([NH:8][C@H:9]1[C:12]([CH3:14])([CH3:13])[N:11]([OH:15])[C:10]1=[O:23])=[O:7])([CH3:4])([CH3:2])[CH3:3]. The product is C(C)(C)(C)OC(=O)N[C@@H]1C(N(C1(C)C)O)=O ((3S)-3-[(t-Butyloxycarbonyl)amino]-1-hydroxy-4,4-dimethyl-2-azetidinone). Procedure details: A solution of 14.77 g (0.0461 mole) of (3S)-3-[(t-butyloxycarbonyl)amino]-4,4-dimethyl-1-(phenylmethoxy)-2-azetidinone in 15 ml of ethanol and 85 ml of ethyl acetate was hydrogenated over 0.75 g of 5% palladium-on-carbon catalyst for 1.5 hours at 1 atmosphere. The reaction mixture was filtered and concentrated to give a white solid. Recrystallization from ethyl acetate gave 8.82 g of the title compound, melting point 148°-149° C., [α]D =+31° (C =1, ethyl acetate). The solvent is C(C)O (ethanol), C(C)(=O)OCC (ethyl acetate). Reagents/catalysts: [Pd] (palladium-on-carbon). Reactants: C(#N)CC1=CNC2=NC=CC=C21 (3-cyanomethylpyrrolo[2,3-b]pyridine), S(=O)(=O)(Cl)Cl (sulfurylchloride). Solvent: C(C)(=O)O (acetic acid). Run at time 5 minute. The product is ClC1=C(C=2C(=NC=CC2)N1)CC#N (2-Chloro-3-cyanomethylpyrrolo[2,3-b]pyridine). Reaction SMILES: [C:1]([CH2:3][C:4]1[C:12]2[C:7](=[N:8][CH:9]=[CH:10][CH:11]=2)[NH:6][CH:5]=1)#[N:2].S(Cl)([Cl:16])(=O)=O>C(O)(=O)C>[Cl:16][C:5]1[NH:6][C:7]2=[N:8][CH:9]=[CH:10][CH:11]=[C:12]2[C:4]=1[CH2:3][C:1]#[N:2]. Procedure details: 3-cyanomethylpyrrolo[2,3-b]pyridine (1,55 g, 0.098 mol) was treated in 5 ml acetic acid with an equimolecular amount of sulfurylchloride at 0° C. for 5 min. The mixture was allowed to warm to room temperature and was stirred 5 min. After evaporation the residue was dissolved in methylen chloride and was treated with bicarbonate. The organic layer was separated, dried over Na2SO4 and the solvent was removed under reduced pressure. Chromatography on silica gel eluting with ethyl acetate gave the d... Starting materials: C(#N)C1=C(C=C(C=C1)[N+](=O)[O-])C#N (1,2-dicyano-4-nitrobenzene), C(C)(C)(C)C1=C(C=CC=C1)O (2-t-butyl-hydroxybenzene). Procedure details: As in Synthesis Example 1 but using 1.73 grams of 1,2-dicyano-4-nitrobenzene and 3.0 grams of 2-t-butyl-hydroxybenzene, there was obtained 2.2 grams of 1,2-dicyano-4-(2-t-butylphenyloxy)benzene (yield of 80%). Next, as in Synthesis Example 1 but using 1.38 grams of this benzene compound and 0.42 gram of BBr3, there was obtained 0.77 gram of the end product (yield 50%, mp 163°-165° C.). Product: C(#N)C1=C(C=C(C=C1)OC1=C(C=CC=C1)C(C)(C)C)C#N (1,2-dicyano-4-(2-t-butylphenyloxy)benzene). RXN SMILES: [C:1]([C:3]1[CH:8]=[CH:7][C:6]([N+]([O-])=O)=[CH:5][C:4]=1[C:12]#[N:13])#[N:2].[C:14]([C:18]1[CH:23]=[CH:22][CH:21]=[CH:20][C:19]=1[OH:24])([CH3:17])([CH3:16])[CH3:15]>>[C:1]([C:3]1[CH:8]=[CH:7][C:6]([O:24][C:19]2[CH:20]=[CH:21][CH:22]=[CH:23][C:18]=2[C:14]([CH3:17])([CH3:16])[CH3:15])=[CH:5][C:4]=1[C:12]#[N:13])#[N:2]. Yield: 79.7%.